From a dataset of the Open Reaction Database (ORD), a public repository of structured organic reaction records. describe an organic reaction: reactants, conditions, products, and yield The reactants are O (Water), OCC1=COC2=CC=CC=C2C1=O (3-(hydroxymethyl)-chromone), aldehyde. The solvent is [N+](=O)(O)[O-] (nitric acid). Run at temperature 25 celsius, time 5 minute. Yields the product C(=O)C1=COC2=CC=CC=C2C1=O (3-Formylchromone). Reaction SMILES: [OH:1][CH2:2][C:3]1[C:12](=[O:13])[C:11]2[C:6](=[CH:7][CH:8]=[CH:9][CH:10]=2)[O:5][CH:4]=1.O>[N+]([O-])(O)=O>[CH:2]([C:3]1[C:12](=[O:13])[C:11]2[C:6](=[CH:7][CH:8]=[CH:9][CH:10]=2)[O:5][CH:4]=1)=[O:1]. Reported procedure: A quantity of 35.2 g. (0.2 mole) of 3-(hydroxymethyl)-chromone is dissolved in 250 ml of concentrated nitric acid with stirring at 25° C. There is no initial heat of reaction. The temperature gradually rises to 30° C over the next several minutes and is kept there for about 5 minutes with ice-acetone bath cooling. Water, 600 ml, is added to the reaction solution. The separated, pale yellow solid is filtered, washed well with water and dried to give 25 g. of crude aldehyde melting at 145°-148°. The reactants are CO, CC12CCC3C(CC=C4CC(O)CCC43C)C1CCC2=O, NC1CC1. Yields the product CC12CCC(O)CC1=CCC1C2CCC2(C)C(=NC3CC3)CCC12. Reaction SMILES: [CH3:26][OH:27].[CH:1]12[CH2:2][CH:3]=[C:4]3[CH2:5][CH:6]([OH:7])[CH2:8][CH2:9][C:10]3([CH3:11])[CH:12]1[CH2:13][CH2:14][C:15]1([CH3:16])[C:17](=[O:18])[CH2:19][CH2:20][CH:21]21.[CH:22]1([NH2:25])[CH2:23][CH2:24]1>>[CH:1]12[CH2:2][CH:3]=[C:4]3[CH2:5][CH:6]([OH:7])[CH2:8][CH2:9][C:10]3([CH3:11])[CH:12]1[CH2:13][CH2:14][C:15]1([CH3:16])[CH:17]2[CH2:19][CH2:20][C:21]1=[N:25][CH:22]1[CH2:23][CH2:24]1. The reactants are O=C([O-])O, O=C(c1ncc[nH]1)c1ncc[nH]1, CCOCC, O=CO, ClCCl, ClCCl, CCOC(=O)c1cn2c(n1)CNc1ccccc1-2. The product is CCOC(=O)c1cn2c(n1)C(C=O)Nc1ccccc1-2. As a reaction SMILES: [C:34](=[O:35])([OH:36])[O-:37].[C:4]([c:5]1[nH:6][cH:7][cH:8][n:9]1)([c:10]1[nH:11][cH:12][cH:13][n:14]1)=[O:15].[CH2:41]([O:42][CH2:43][CH3:44])[CH3:45].[CH:1](=[O:2])[OH:3].[Cl:38][CH2:39][Cl:40].[Cl:46][CH2:47][Cl:48].[cH:16]1[c:17]([C:29](=[O:30])[O:31][CH2:32][CH3:33])[n:18][c:19]2[n:20]1-[c:21]1[cH:22][cH:23][cH:24][cH:25][c:26]1[NH:27][CH2:28]2>>[CH:1](=[O:2])[CH:28]1[c:19]2[n:18][c:17]([C:29](=[O:30])[O:31][CH2:32][CH3:33])[cH:16][n:20]2-[c:21]2[cH:22][cH:23][cH:24][cH:25][c:26]2[NH:27]1. Starting materials: ClC1=CC=C(S1)C(=O)NC1(CC2C(C1)O2)C(=O)OC (methyl 1-[(5-chloro-thiophen-2-yl)-carbonylamino]-3,4-epoxy-cyclopentane-1-carboxylate), S(=O)(=O)(O)[O-].[K+] (potassium hydrogen sulphate). The solvent is C(C)(=O)O (acetic acid). Conditions: temperature 40 celsius, time 4 hour. Yields the product ClC1=CC=C(S1)C(=O)NC1(CC(C(C1)O)O)C(=O)OC (methyl 1-[(5-chloro-thiophen-2-yl)-carbonylamino]-3,4-dihydroxy-cyclopentane-1-carboxylate). RXN SMILES: [Cl:1][C:2]1[S:6][C:5]([C:7]([NH:9][C:10]2([C:16]([O:18][CH3:19])=[O:17])[CH2:14][CH:13]3[O:15][CH:12]3[CH2:11]2)=[O:8])=[CH:4][CH:3]=1.S([O-])(O)(=O)=[O:21].[K+]>C(O)(=O)C>[Cl:1][C:2]1[S:6][C:5]([C:7]([NH:9][C:10]2([C:16]([O:18][CH3:19])=[O:17])[CH2:14][CH:13]([OH:21])[CH:12]([OH:15])[CH2:11]2)=[O:8])=[CH:4][CH:3]=1 |f:1.2|. Procedure: A mixture of 0.76 g (1.84 mmol) methyl 1-[(5-chloro-thiophen-2-yl)-carbonylamino]-3,4-epoxy-cyclopentane-1-carboxylate, 3.0 ml acetic acid and 0.38 g potassium hydrogen sulphate are stirred for 4 h at 40° C. Then the mixture is concentrated by evaporation, dissolved in DMF, acidified with trifluoroacetic acid and purified by preparative HPLC. Reactants: COC(=O)c1cc(Br)cc2cc[nH]c12, CC1(C)CC(=O)CCS1, ClCCl. Product: COC(=O)c1cc(Br)cc2c(C3CCSC(C)(C)C3)c[nH]c12. As a reaction SMILES: [CH3:10][O:11][C:12](=[O:13])[c:14]1[cH:15][c:16]([Br:23])[cH:17][c:18]2[cH:19][cH:20][nH:21][c:22]12.[CH3:1][C:2]1([CH3:9])[S:3][CH2:4][CH2:5][C:6](=[O:8])[CH2:7]1.[Cl:24][CH2:25][Cl:26]>>[CH3:1][C:2]1([CH3:9])[S:3][CH2:4][CH2:5][CH:6]([c:19]2[c:18]3[cH:17][c:16]([Br:23])[cH:15][c:14]([C:12]([O:11][CH3:10])=[O:13])[c:22]3[nH:21][cH:20]2)[CH2:7]1.